From a dataset of the Open Reaction Database (ORD), a public repository of structured organic reaction records. describe an organic reaction: reactants, conditions, products, and yield Reactants: C(C#C)N (monopropargylamine), C(C)N=C=O (ethylisocyanate). Reported procedure: 1-propyn-3-ethylurea was prepared in the following manner: To a 500 mL flask fitted with a stirrer, thermometer, N2 flow tube, and a dropping funnel, 75 mL THF and 5.5 g (0.1 mole, 6.9 mL) monopropargylamine was added followed by the dropwise addition of 7.1 g (0.1 mole) ethylisocyanate in 10 mL THF; the temperature was initially moderated with a water bath and continued for 1 hour at room temperature. As a reaction SMILES: [CH2:1]([NH2:4])[C:2]#[CH:3].[CH2:5]([N:7]=[C:8]=[O:9])[CH3:6]>C1COCC1>[CH:1]#[C:2][CH3:3].[CH2:5]([NH:7][C:8](=[O:9])[NH2:4])[CH3:6] |f:3.4|. The solvent is C1CCOC1 (THF), C1CCOC1 (THF). Run at time 1 hour. Yields the product C#CC.C(C)NC(N)=O (1-propyn 3-ethylurea).